This data is from the Open Reaction Database (ORD), a public repository of structured organic reaction records. The task is: describe an organic reaction: reactants, conditions, products, and yield Starting materials: [Cl-].[NH4+] (ammonium chloride), C(C)(C)(C)[Si](C)(C)OCCCOC1=C(C=C(C=C1)Cl)[N+](=O)[O-] (tert-butyl-[3-(4-chloro-2-nitro-phenoxy)-propoxy]-dimethyl-silane). Reagents/catalysts: [Fe] (iron). Solvent: C(C)O (ethanol), O (water). Reaction conditions: temperature 80 celsius. The product is NC1=C(OCCCO)C=CC(=C1)Cl (3-(2-amino-4-chloro-phenoxy)-propan-1-ol). Isolated yield 87.1%. Reaction SMILES: C([Si]([O:8][CH2:9][CH2:10][CH2:11][O:12][C:13]1[CH:18]=[CH:17][C:16]([Cl:19])=[CH:15][C:14]=1[N+:20]([O-])=O)(C)C)(C)(C)C.[Cl-].[NH4+]>C(O)C.O.[Fe]>[NH2:20][C:14]1[CH:15]=[C:16]([Cl:19])[CH:17]=[CH:18][C:13]=1[O:12][CH2:11][CH2:10][CH2:9][OH:8] |f:1.2|. Reported procedure: To a solution of tert-butyl-[3-(4-chloro-2-nitro-phenoxy)-propoxy]-dimethyl-silane (0.37 g, 1.07 mmol), in a mixture of ethanol (10 mL) and water (3 mL), were added ammonium chloride (0.3 g, 5.37 mmol) and iron powder (0.3 g, 5.6 mmol) and the resulting mixture was heated at 80° C. overnight. The solid was filtered through a CELITE™ pad, the filter cake was washed with ethyl acetate. The filtrate was washed with water and brine, dried over anhydrous sodium sulfate, filtered and evaporated under ... Reactants: Cl (HCl), product, solution, [F-].C(CCC)[N+](CCCC)(CCCC)CCCC (tetra-n-butylammonium fluoride), C(C)#N (acetonitrile). Product: C1C2C3=CC=CC=C3C(N2)(C4=CC=CC=C41)CCF (5-(2-Fluoroethyl)-10,11-dihydro- 5H-dibenzo[a,d]cyclohepten-5,10-imine). The yield is 48.0%. RXN SMILES: [F-:1].C([N+:6]([CH2:15][CH2:16][CH2:17][CH3:18])([CH2:11][CH2:12][CH2:13][CH3:14])CCCC)CCC.Cl.[C:20](#N)[CH3:21]>>[CH2:18]1[C:17]2[C:16](=[CH:11][CH:12]=[CH:13][CH:14]=2)[C:15]2([CH2:21][CH2:20][F:1])[NH:6][CH:11]1[C:12]1[C:13]2=[CH:14][CH:17]=[CH:16][CH:15]=1 |f:0.1|. Procedure: A 154 mg (0.31 mmol) sample of product from Step B was heated at 65° C. for 20 minutes in 3.0 mL of a 0.21M solution of tetra-n-butylammonium fluoride in acetonitrile, followed by treatment with 4.0 mL of 3.0M HCl at 65° C. for 15 minutes. The reaction mixture was washed with two portions of CHCl3, basified to pH 12 with 2.0M NaOH and extracted with two portions of CHCl3. The combined extracts were washed with water, dried over Na2SO4, and evaporated at reduced pressure to provide an oil which w... Starting materials: SC1=NC2=CC=CC=C2N=C1C (2-mercapto-3-methylquinoxaline), Cl.N1=C(C=CC=C1)CCl (2-picolyl chloride hydrochloride), C([O-])([O-])=O.[K+].[K+] (potassium carbonate). Solvent: CC(=O)C (acetone), O (water). Run at time 1 hour. Product: Cl.CC=1C(=NC2=CC=CC=C2N1)SCC1=NC=CC=C1 (3-methyl-2-(2-pyridylmethylthio)quinoxaline hydrochloride). Isolated yield 68.7%. Reaction SMILES: [SH:1][C:2]1[C:11]([CH3:12])=[N:10][C:9]2[C:4](=[CH:5][CH:6]=[CH:7][CH:8]=2)[N:3]=1.Cl.[N:14]1[CH:19]=[CH:18][CH:17]=[CH:16][C:15]=1[CH2:20][Cl:21].C(=O)([O-])[O-].[K+].[K+]>CC(C)=O.O>[ClH:21].[CH3:12][C:11]1[C:2]([S:1][CH2:20][C:15]2[CH:16]=[CH:17][CH:18]=[CH:19][N:14]=2)=[N:3][C:4]2[C:9]([N:10]=1)=[CH:8][CH:7]=[CH:6][CH:5]=2 |f:1.2,3.4.5,8.9|. Procedure details: In a mixture of 70 ml of acetone and 7 ml of water were suspended 1.9 g of 2-mercapto-3-methylquinoxaline and 1.95 g of 2-picolyl chloride hydrochloride. To the suspension was added 4.0 g of potassium carbonate. The resulting mixture was stirred at room temperature for 1 hr., and the solvent was removed under reduced pressure. The residue was extracted with chloroform after addition of chloroform and water. The organic layer was separated and dried over sodium sulfate. The sodium sulfate was rem... The reactants are BrC1=C(C=C(C(=C1)CC(Cl)(Cl)Cl)C)F (1-bromo-2-fluoro-4-methyl-5-(2,2,2-trichloro-ethyl)-benzene), C[O-].[Na+] (sodium methoxide), S(O)(O)(=O)=O (sulfuric acid). Solvent: CO (methanol). Conditions: temperature 5 celsius. Yields the product COC(CC1=C(C=C(C(=C1)Br)F)C)=O ((5-bromo-4-fluoro-2-methyl-phenyl)-acetic acid methyl ester). Reaction SMILES: [Br:1][C:2]1[CH:7]=[C:6]([CH2:8][C:9](Cl)(Cl)Cl)[C:5]([CH3:13])=[CH:4][C:3]=1[F:14].[CH3:15][O-:16].[Na+].S(=O)(=O)(O)[OH:19]>CO>[CH3:15][O:16][C:9](=[O:19])[CH2:8][C:6]1[CH:7]=[C:2]([Br:1])[C:3]([F:14])=[CH:4][C:5]=1[CH3:13] |f:1.2|. Procedure: To a solution of 1-bromo-2-fluoro-4-methyl-5-(2,2,2-trichloro-ethyl)-benzene (29.2 g) in methanol (100 ml) is added a sodium methoxide solution (30% in methanol, 78.2 ml) dropwise. The reaction mixture is stirred at reflux for 24 hours, cooled to 5° C. and treated with concentrated sulfuric acid (13.2 ml) dropwise. After further warming to reflux for 21 hours, the mixture is concentrated and the residue diluted with water/ethyl acetate. The aqueous layer is extracted with ethyl acetate, the comb... Starting materials: O=C(Cl)C(=O)Cl, CC(C)Oc1ccc(C(=O)O)cc1Cl, ClCCl, CN(C)C=O. Yields the product CC(C)Oc1ccc(C(=O)Cl)cc1Cl. Reaction SMILES: [Cl:15][C:16]([C:17]([Cl:18])=[O:19])=[O:20].[Cl:1][c:2]1[cH:3][c:4]([C:5](=[O:6])[OH:7])[cH:8][cH:9][c:10]1[O:11][CH:12]([CH3:13])[CH3:14].[Cl:26][CH2:27][Cl:28].[O:21]=[CH:22][N:23]([CH3:24])[CH3:25]>>[Cl:1][c:2]1[cH:3][c:4]([C:5](=[O:6])[Cl:15])[cH:8][cH:9][c:10]1[O:11][CH:12]([CH3:13])[CH3:14]. Reactants: N#Cc1ccc(C=O)cc1, FC(F)(F)c1nnc2ccc(N3CCCNCC3)nn12. The product is N#Cc1ccc(CN2CCCN(c3ccc4nnc(C(F)(F)F)n4n3)CC2)cc1. RXN SMILES: [CH:21](=[O:22])[c:23]1[cH:24][cH:25][c:26]([C:27]#[N:28])[cH:29][cH:30]1.[N:1]1([c:8]2[cH:9][cH:10][c:11]3[n:12]([n:13]2)[c:14]([C:17]([F:18])([F:19])[F:20])[n:15][n:16]3)[CH2:2][CH2:3][NH:4][CH2:5][CH2:6][CH2:7]1>>[N:1]1([c:8]2[cH:9][cH:10][c:11]3[n:12]([n:13]2)[c:14]([C:17]([F:18])([F:19])[F:20])[n:15][n:16]3)[CH2:2][CH2:3][N:4]([CH2:21][c:23]2[cH:24][cH:25][c:26]([C:27]#[N:28])[cH:29][cH:30]2)[CH2:5][CH2:6][CH2:7]1.